This data is from the Open Reaction Database (ORD), a public repository of structured organic reaction records. The task is: describe an organic reaction: reactants, conditions, products, and yield Reactants: CC(C)(C)c1cc(C(=O)Cl)cc(C(C)(C)C)c1O, CCCCCCCCN. The product is CCCCCCCCNC(=O)c1cc(C(C)(C)C)c(O)c(C(C)(C)C)c1. RXN SMILES: [C:10]([CH3:11])([CH3:12])([CH3:13])[c:14]1[cH:15][c:16]([C:17](=[O:18])[Cl:19])[cH:20][c:21]([C:24]([CH3:25])([CH3:26])[CH3:27])[c:22]1[OH:23].[CH2:1]([CH2:2][CH2:3][CH2:4][CH2:5][CH2:6][CH2:7][CH3:8])[NH2:9]>>[CH2:1]([CH2:2][CH2:3][CH2:4][CH2:5][CH2:6][CH2:7][CH3:8])[NH:9][C:17]([c:16]1[cH:15][c:14]([C:10]([CH3:11])([CH3:12])[CH3:13])[c:22]([OH:23])[c:21]([C:24]([CH3:25])([CH3:26])[CH3:27])[cH:20]1)=[O:18].